describe an organic reaction: reactants, conditions, products, and yield From a dataset of the Open Reaction Database (ORD), a public repository of structured organic reaction records. Reactants: S1C(=CC=C1)C=CCCCCCCC(=O)O (9-(2-thienyl)-8-nonenoic acid). Reagents/catalysts: [Pd] (Pd/C). Yields the product S1C(=CC=C1)CCCCCCCCC(=O)O (9-(2-Thienyl)-nonanoic acid). The yield is 87.4%. As a reaction SMILES: [S:1]1[CH:5]=[CH:4][CH:3]=[C:2]1[CH:6]=[CH:7][CH2:8][CH2:9][CH2:10][CH2:11][CH2:12][CH2:13][C:14]([OH:16])=[O:15]>[Pd]>[S:1]1[CH:5]=[CH:4][CH:3]=[C:2]1[CH2:6][CH2:7][CH2:8][CH2:9][CH2:10][CH2:11][CH2:12][CH2:13][C:14]([OH:16])=[O:15]. Procedure details: This compound was synthesized from 9-(2-thienyl)-8-nonenoic acid (1.19 g, 5 mmol) by a hydrogenation reaction using Pd/C. (120 mg). Crystallization afforded the product (1.05 g, 88%) as white crystals (mp 32-33° C.); IR: 3400-2500, 1715, 705 cm-1 ; 1H-NMR: 1.35 (m, 12H), 2.35 (t, 2H), 2.85 (t, 2H), 6.95 (m, 3H), 10.35 (bs, 1H). Anal. Calcd. for C13H20SO2 : C, 64.96, H, 8.39%; Found: C, 64.81, H, 8.43%. Reactants: COc1ccccc1OC (substrate), Cc1ccc([Mg]Br)cc1 (effective_coupling_partner). Reagents/catalysts: C1-CDC. Reaction conditions: temperature 100 celsius, time 12 hour. Product: Cc3ccc(c1ccccc1c2ccc(C)cc2)cc3. Reactants: C(C1=CC=CC=C1)OC1=CC(=C(C(=O)NC2=CC(=C(C=C2)N2C[C@@H](CC2)N2CCCC2)OC)C=C1)C (4-benzyloxy-N—((R)-4-[1,3′]bipyrrolidinyl-1′-yl-3-methoxy-phenyl)-2-methyl-benzamide), C(=O)N1CCOCC1 (N-formylmorpholine). The product is C(C1=CC=CC=C1)OC=1C=C2C=CN(C(C2=CC1)=O)C1=CC(=C(C=C1)N1C[C@@H](CC1)N1CCCC1)OC (6-Benzyloxy-2-((R)-4-[1,3′]bipyrrolidinyl-1′-yl-3-methoxy-phenyl)-2H-isoquinolin-1-one). As a reaction SMILES: [CH2:1]([O:8][C:9]1[CH:35]=[CH:34][C:12]([C:13]([NH:15][C:16]2[CH:21]=[CH:20][C:19]([N:22]3[CH2:26][CH2:25][C@@H:24]([N:27]4[CH2:31][CH2:30][CH2:29][CH2:28]4)[CH2:23]3)=[C:18]([O:32][CH3:33])[CH:17]=2)=[O:14])=[C:11]([CH3:36])[CH:10]=1)[C:2]1[CH:7]=[CH:6][CH:5]=[CH:4][CH:3]=1.[CH:37](N1CCOCC1)=O>>[CH2:1]([O:8][C:9]1[CH:10]=[C:11]2[C:12](=[CH:34][CH:35]=1)[C:13](=[O:14])[N:15]([C:16]1[CH:21]=[CH:20][C:19]([N:22]3[CH2:26][CH2:25][C@@H:24]([N:27]4[CH2:31][CH2:30][CH2:29][CH2:28]4)[CH2:23]3)=[C:18]([O:32][CH3:33])[CH:17]=1)[CH:37]=[CH:36]2)[C:2]1[CH:3]=[CH:4][CH:5]=[CH:6][CH:7]=1. Reported procedure: According to Method Q, 4-benzyloxy-N—((R)-4-[1,3′]bipyrrolidinyl-1′-yl-3-methoxy-phenyl)-2-methyl-benzamide was reacted with N-formylmorpholine. In this way the product was obtained with molecular weight 495.63 (C31H33N3O3); MS (ESI): 496 (M+H+). Reactants: COC1=C(C=C2C(=N1)C(=CN2C)C2=CC1=C(N=CC=C1C=O)N2)OC (2-(5,6-dimethoxy-1-methyl-1H-pyrrolo[3,2-b]pyridin-3-yl)-1H-pyrrolo[2,3-b]pyridin-4-carbaldehyde), [BH4-].[Na+] (sodium borohydride). The solvent is CO (methanol), ClCCl (dichloromethane), O (water), C(C)(=O)OCC (ethyl acetate). Conditions: time 24 hour. The product is COC1=C(C=C2C(=N1)C(=CN2C)C2=CC=1C(=NC=CC1CO)N2)OC ([2-(5,6-dimethoxy-1-methyl-1H-pyrrolo[3,2-b]pyridin-3-yl)-1H-pyrrolo[2,3-b]pyridin-4-yl]methanol). The yield is 63.9%. RXN SMILES: [CH3:1][O:2][C:3]1[N:8]=[C:7]2[C:9]([C:13]3[NH:23][C:16]4[N:17]=[CH:18][CH:19]=[C:20]([CH:21]=[O:22])[C:15]=4[CH:14]=3)=[CH:10][N:11]([CH3:12])[C:6]2=[CH:5][C:4]=1[O:24][CH3:25].[BH4-].[Na+]>CO.ClCCl.O.C(OCC)(=O)C>[CH3:1][O:2][C:3]1[N:8]=[C:7]2[C:9]([C:13]3[NH:23][C:16]4=[N:17][CH:18]=[CH:19][C:20]([CH2:21][OH:22])=[C:15]4[CH:14]=3)=[CH:10][N:11]([CH3:12])[C:6]2=[CH:5][C:4]=1[O:24][CH3:25] |f:1.2|. Procedure details: To a solution of 0.07 g of 2-(5,6-dimethoxy-1-methyl-1H-pyrrolo[3,2-b]pyridin-3-yl)-1H-pyrrolo[2,3-b]pyridin-4-carbaldehyde in 7 cm3 of methanol and 20 cm3 of dichloromethane, at a temperature in the region of 20° C., is added 0.012 g of sodium borohydride. The reaction medium is stirred at room temperature for 24 hours. The reaction medium is concentrated under reduced pressure. The residue obtained is taken up in 10 cm3 of water and 20 cm3 of ethyl acetate. After separation of the phases by se... The solvent is O1CCCC1 (tetrahydrofuran), C(C)(=O)O (acetic acid), O1CCCC1 (tetrahydrofuran). Product: C1(=CC=CC=C1)C1=NC2=CC=CC=C2C(=N1)CCC(=O)O (2-Phenyl-4-quinazolinepropanoic acid). RXN SMILES: [H-].[Na+].[C:3]([O:11]CC)(=[O:10])[CH2:4][C:5](OCC)=O.[H][H].BrC[C:18]1[C:27]2[C:22](=[CH:23][CH:24]=[CH:25][CH:26]=2)[N:21]=[C:20]([C:28]2[CH:33]=[CH:32][CH:31]=[CH:30][CH:29]=2)[N:19]=1>O1CCCC1.C(O)(=O)C>[C:28]1([C:20]2[N:19]=[C:18]([CH2:5][CH2:4][C:3]([OH:11])=[O:10])[C:27]3[C:22](=[CH:23][CH:24]=[CH:25][CH:26]=3)[N:21]=2)[CH:29]=[CH:30][CH:31]=[CH:32][CH:33]=1 |f:0.1|. Isolated yield 40.5%. Conditions: temperature 5 celsius, time 15 hour. Procedure: Sodium hydride (5.4 g, 80% strength in oil) is placed under nitrogen with anhydrous tetrahydrofuran (250 cc) and then, with the mixture cooled to about 5° C., diethyl malonate (25.6 g) is added. When the evolution of hydrogen has ceased, a solution of 4-bromomethyl-2-phenylquinazoline (23.9 g) in anhydrous tetrahydrofuran (100 cc) is added. After 1 hour's stirring at room temperature (approximately 20° C.), acetic acid (25 cc) is added, the solvent evaporated under reduced pressure and the resid... The reactants are BrCC1=NC(=NC2=CC=CC=C12)C1=CC=CC=C1 (4-bromomethyl-2-phenylquinazoline), [H-].[Na+] (Sodium hydride), C(CC(=O)OCC)(=O)OCC (diethyl malonate), [H][H] (hydrogen).